From a dataset of the Open Reaction Database (ORD), a public repository of structured organic reaction records. describe an organic reaction: reactants, conditions, products, and yield Product: Cl.C(C)OC(=O)CC(OCC)=N (Ethyl ethoxycarbonyl-ethaneimidate hydrochloride). Procedure: Hydrochloric acid gas is passed at 0°-10° C. into a solution of 678 g (6 mol) of ethyl cyanoacetate in 400 ml of ethanol and 3 1 of ether for 7 h, the mixture is allowed to stand overnight at 25° C., and the deposited solid is filtered off with suction and dried in vacuo. The reactants are Cl (Hydrochloric acid), C(#N)CC(=O)OCC (ethyl cyanoacetate), CCOCC (ether). The solvent is C(C)O (ethanol). RXN SMILES: [ClH:1].[C:2]([CH2:4][C:5]([O:7][CH2:8][CH3:9])=[O:6])#[N:3].[CH3:10][CH2:11][O:12]CC>C(O)C>[ClH:1].[CH2:8]([O:7][C:5]([CH2:4][C:2](=[NH:3])[O:12][CH2:11][CH3:10])=[O:6])[CH3:9] |f:4.5|. Reaction conditions: time 8 hour. Reactants: N#CC1(NC(=O)C2CC(S(=O)(=O)c3ccccc3Cl)CN2)CC1, Cl, O=CCc1ccccc1. Yields the product N#CC1(NC(=O)C2CC(S(=O)(=O)c3ccccc3Cl)CN2CCc2ccccc2)CC1. As a reaction SMILES: [C:2](#[N:3])[C:4]1([NH:7][C:8](=[O:9])[CH:10]2[NH:11][CH2:12][CH:13]([S:15](=[O:16])(=[O:17])[c:18]3[c:19]([Cl:24])[cH:20][cH:21][cH:22][cH:23]3)[CH2:14]2)[CH2:5][CH2:6]1.[ClH:1].[c:25]1([CH2:31][CH:32]=[O:33])[cH:26][cH:27][cH:28][cH:29][cH:30]1>>[C:2](#[N:3])[C:4]1([NH:7][C:8](=[O:9])[CH:10]2[N:11]([CH2:32][CH2:31][c:25]3[cH:26][cH:27][cH:28][cH:29][cH:30]3)[CH2:12][CH:13]([S:15](=[O:16])(=[O:17])[c:18]3[c:19]([Cl:24])[cH:20][cH:21][cH:22][cH:23]3)[CH2:14]2)[CH2:5][CH2:6]1.